Dataset: the Open Reaction Database (ORD), a public repository of structured organic reaction records. Task: describe an organic reaction: reactants, conditions, products, and yield Starting materials: CC(C)(C)OC(=O)Nc1sc(-c2cccnc2)nc1C(F)(F)F, CCOC(C)=O, [H-], CI, [Na+], CN(C)C=O, O. Yields the product CN(C(=O)OC(C)(C)C)c1sc(-c2cccnc2)nc1C(F)(F)F. RXN SMILES: [C:1]([CH3:2])([CH3:3])([CH3:4])[O:5][C:6]([NH:7][c:8]1[c:9]([C:19]([F:20])([F:21])[F:22])[n:10][c:11](-[c:13]2[cH:14][n:15][cH:16][cH:17][cH:18]2)[s:12]1)=[O:23].[CH3:34][CH2:35][O:36][C:37](=[O:38])[CH3:39].[H-:24].[I:26][CH3:27].[Na+:25].[O:29]=[CH:30][N:31]([CH3:32])[CH3:33].[OH2:28]>>[C:1]([CH3:2])([CH3:3])([CH3:4])[O:5][C:6]([N:7]([c:8]1[c:9]([C:19]([F:20])([F:21])[F:22])[n:10][c:11](-[c:13]2[cH:14][n:15][cH:16][cH:17][cH:18]2)[s:12]1)[CH3:27])=[O:23]. The reactants are C1(CCCC1)NC1=NC(=NC(=C1C)C)NCC1=NC=CC=C1 (N4-cyclopentyl-5,6-dimethyl-N2-(pyridin-2-ylmethyl)pyrimidine-2,4-diamine), CN1N=CC=C1N (1-methyl-1H-pyrazol-5-amine). The product is CC=1C(=NC(=NC1C)NCC1=NC=CC=C1)NC1=CC=NN1C (5,6-dimethyl-N4-(1-methyl-1H-pyrazol-5-yl)-N2-(pyridin-2-ylmethyl)pyrimidine-2,4-diamine). Reaction SMILES: [CH:1]1([NH:6][C:7]2[C:12]([CH3:13])=[C:11]([CH3:14])[N:10]=[C:9]([NH:15][CH2:16][C:17]3[CH:22]=[CH:21][CH:20]=[CH:19][N:18]=3)[N:8]=2)[CH2:5][CH2:4]CC1.[CH3:23][N:24]1C(N)=CC=[N:25]1>>[CH3:13][C:12]1[C:7]([NH:6][C:1]2[N:24]([CH3:23])[N:25]=[CH:4][CH:5]=2)=[N:8][C:9]([NH:15][CH2:16][C:17]2[CH:22]=[CH:21][CH:20]=[CH:19][N:18]=2)=[N:10][C:11]=1[CH3:14]. Procedure details: The titled compound was synthesized according to the procedure described for preparation of N4-cyclopentyl-5,6-dimethyl-N2-(pyridin-2-ylmethyl)pyrimidine-2,4-diamine (Example 29) using 1-methyl-1H-pyrazol-5-amine instead of cyclopentanamine. The crude material was purified by column chromatography eluting with mixture of chloroform/ethanol/20% water solution of ammonia (200:10:1), and then the final product was washed with diethyl ether to afford the titled compound as a white solid. 1H NMR (300...